Dataset: the Open Reaction Database (ORD), a public repository of structured organic reaction records. Task: describe an organic reaction: reactants, conditions, products, and yield Reported procedure: To 370 mg (1.3 mmol) of the compound (145) obtained in Example 30, 2 ml of concentrated hydrochloric acid and 10 ml of acetic acid were added, and the solution was heated at reflux for 2 hours. The solvent was removed by distillation. Crystals were dispersed in ethanol and filtered and washed with ethanol and ether in this order to obtain 270 mg of the subject compound (146) in a 77% yield. As a reaction SMILES: [Cl:1][C:2]1[CH:11]=[CH:10][C:9]2[C:12](=[O:19])[C:13]([C:15]([O:17]C)=[O:16])=[CH:14][N:7]3[C:8]=2[C:3]=1[CH2:4][CH2:5][N:6]3[CH3:20].Cl>C(O)(=O)C>[Cl:1][C:2]1[CH:11]=[CH:10][C:9]2[C:12](=[O:19])[C:13]([C:15]([OH:17])=[O:16])=[CH:14][N:7]3[C:8]=2[C:3]=1[CH2:4][CH2:5][N:6]3[CH3:20]. Starting materials: ClC1=C2CCN(N3C2=C(C=C1)C(C(=C3)C(=O)OC)=O)C (Methyl 4-Chloro-2,3-dihydro-1-methyl-7-oxo-1H,7H -pyrido-[3,2,1-ij]cinnoline-8-carboxylate), Cl (hydrochloric acid). Run in C(C)(=O)O (acetic acid). Isolated yield 74.5%. Product: ClC1=C2CCN(N3C2=C(C=C1)C(C(=C3)C(=O)O)=O)C (4-Chloro-2,3-dihydro-1-methyl-7-oxo-1H,7H-pyrido[3,2,1-ij]cinnoline-8-carboxylic acid). Reactants: CC(C)CCON=O, COC(=O)c1cnc(N)s1, C1COCCO1. The product is COC(=O)c1cncs1. RXN SMILES: [CH3:1][CH:2]([CH2:3][CH2:4][O:5][N:6]=[O:7])[CH3:8].[NH2:9][c:10]1[s:11][c:12]([C:15](=[O:16])[O:17][CH3:18])[cH:13][n:14]1.[O:19]1[CH2:20][CH2:21][O:22][CH2:23][CH2:24]1>>[cH:10]1[s:11][c:12]([C:15](=[O:16])[O:17][CH3:18])[cH:13][n:14]1.